Dataset: the Open Reaction Database (ORD), a public repository of structured organic reaction records. Task: describe an organic reaction: reactants, conditions, products, and yield Starting materials: OO (hydrogen peroxide), S1SC(CC1)CCCCC(=O)NS(=O)(=O)C (N-[5-(1,2-dithiolan-3-yl)pentanoyl]methanesulfonamide), OO (hydrogen peroxide). The solvent is CC(=O)C (acetone). Reaction conditions: time 8 hour. Product: O=S1SC(CC1)CCCCC(=O)NS(=O)(=O)C (N-[5-(1-Oxo-1,2-dithiolan-3-yl)pentanoyl]methanesulfonamide). RXN SMILES: [S:1]1[CH2:5][CH2:4][CH:3]([CH2:6][CH2:7][CH2:8][CH2:9][C:10]([NH:12][S:13]([CH3:16])(=[O:15])=[O:14])=[O:11])[S:2]1.[OH:17]O>CC(C)=O>[O:17]=[S:1]1[CH2:5][CH2:4][CH:3]([CH2:6][CH2:7][CH2:8][CH2:9][C:10]([NH:12][S:13]([CH3:16])(=[O:15])=[O:14])=[O:11])[S:2]1. Procedure details: 500 mg of N-[5-(1,2-dithiolan-3-yl)pentanoyl]methanesulfonamide (prepared as described in Example 2) were dissolved in 10 ml of acetone, and 0.44 ml of a 31% w/v aqueous solution of hydrogen peroxide was added to the solution, whilst ice-cooling. The mixture was stirred and then left to stand at room temperature overnight. At the end of this time, a further 0.2 ml of a 31% w/v aqueous solution of hydrogen peroxide was added to the reaction mixture, and then the mixture was stirred at room temper... The reactants are O=C([O-])[O-], CCCC[N+](CCCC)(CCCC)CCCC, C1CCOC1, CCOC(=O)C1CC2(CCC(O[Si](C)(C)C(C)(C)C)CC2)CN1C(=O)OCc1ccccc1, CC(=O)O, [F-], [K+], [K+], [Na+], O=C([O-])O. Yields the product CCOC(=O)C1CC2(CCC(O)CC2)CN1C(=O)OCc1ccccc1. Reaction SMILES: [C:61](=[O:62])([O-:63])[O-:64].[CH2:39]([N+:40]([CH2:41][CH2:42][CH2:43][CH3:44])([CH2:45][CH2:46][CH2:47][CH3:48])[CH2:49][CH2:50][CH2:51][CH3:52])[CH2:53][CH2:54][CH3:55].[CH2:67]1[O:68][CH2:69][CH2:70][CH2:71]1.[CH3:1][C:2]([Si:3]([CH3:4])([CH3:5])[O:6][CH:7]1[CH2:8][CH2:9][C:10]2([CH2:11][CH:12]([C:25](=[O:26])[O:27][CH2:28][CH3:29])[N:13]([C:15](=[O:16])[O:17][CH2:18][c:19]3[cH:20][cH:21][cH:22][cH:23][cH:24]3)[CH2:14]2)[CH2:30][CH2:31]1)([CH3:32])[CH3:33].[CH3:34][C:35](=[O:36])[OH:37].[F-:38].[K+:65].[K+:66].[Na+:60].[O-:56][C:57]([OH:58])=[O:59]>>[OH:6][CH:7]1[CH2:8][CH2:9][C:10]2([CH2:11][CH:12]([C:25](=[O:26])[O:27][CH2:28][CH3:29])[N:13]([C:15](=[O:16])[O:17][CH2:18][c:19]3[cH:20][cH:21][cH:22][cH:23][cH:24]3)[CH2:14]2)[CH2:30][CH2:31]1. The reactants are OC(CCCCCCCCCCCC)C1=C(OC=C1)[Si](CC)(CC)CC (3-(1-Hydroxytridecyl)-2-triethylsilylfuran), C1(=CC=CC=C1)N=C=O (phenyl isocyanate), NCC=1C=C(OC1)[Si](CC)(CC)CC (4-aminomethyl-2-triethylsilylfuran). Solvent: CN(C=O)C (dimethylformamide). The product is C1(=CC=CC=C1)NC(=O)OC(CCCCCCCCCCCC)C1=C(OC=C1)[Si](CC)(CC)CC (3-(1-phenylcarbamoyloxytridecyl)-2-triethylsilylfuran). As a reaction SMILES: [OH:1][CH:2]([C:15]1[CH:19]=[CH:18][O:17][C:16]=1[Si:20]([CH2:25][CH3:26])([CH2:23][CH3:24])[CH2:21][CH3:22])[CH2:3][CH2:4][CH2:5][CH2:6][CH2:7][CH2:8][CH2:9][CH2:10][CH2:11][CH2:12][CH2:13][CH3:14].[C:27]1([N:33]=[C:34]=[O:35])[CH:32]=[CH:31][CH:30]=[CH:29][CH:28]=1.NCC1C=C([Si](CC)(CC)CC)OC=1>CN(C)C=O>[C:27]1([NH:33][C:34]([O:1][CH:2]([C:15]2[CH:19]=[CH:18][O:17][C:16]=2[Si:20]([CH2:25][CH3:26])([CH2:23][CH3:24])[CH2:21][CH3:22])[CH2:3][CH2:4][CH2:5][CH2:6][CH2:7][CH2:8][CH2:9][CH2:10][CH2:11][CH2:12][CH2:13][CH3:14])=[O:35])[CH:32]=[CH:31][CH:30]=[CH:29][CH:28]=1. Procedure details: 3-(1-Hydroxytridecyl)-2-triethylsilylfuran is reacted with phenyl isocyanate and copper (2) chloride in dimethylformamide to give 3-(1-phenylcarbamoyloxytridecyl)-2-triethylsilylfuran. Oxidizing the latter intermediate with singlet oxygen and thereafter reduction with sodium borohydride gives 3-(1-phenylcarbamoyloxytridecyl)-2(5H)-furanone. Substituting phenyl isocyanate with diethyl chlorophosphate, gives 3-(1-diethylphosphonooxytridecyl)-2(5H)-furanone. Substituting phenyl isocyanate with ethy... Reactants: COC(=O)C1CC(OS(C)(=O)=O)CN1C(=O)OC(C)(C)C, CS(C)=O, CCOC(C)=O, [N-]=[N+]=[N-], [Na+]. Product: COC(=O)C1CC(N=[N+]=[N-])CN1C(=O)OC(C)(C)C. As a reaction SMILES: [C:1]([CH3:2])([CH3:3])([CH3:4])[O:5][C:6](=[O:7])[N:8]1[CH:9]([C:18](=[O:19])[O:20][CH3:21])[CH2:10][CH:11]([O:13][S:14]([CH3:15])(=[O:16])=[O:17])[CH2:12]1.[CH3:26][S:27](=[O:28])[CH3:29].[CH3:30][CH2:31][O:32][C:33](=[O:34])[CH3:35].[N-:23]=[N+:24]=[N-:25].[Na+:22]>>[C:1]([CH3:2])([CH3:3])([CH3:4])[O:5][C:6](=[O:7])[N:8]1[CH:9]([C:18](=[O:19])[O:20][CH3:21])[CH2:10][CH:11]([N:23]=[N+:24]=[N-:25])[CH2:12]1. Reactants: BrC=1C(=NN(C1)C)N1CC(CC1=O)C(=O)O (1-(4-bromo-1-methyl-1H-pyrazol-3-yl)-5-oxopyrrolidine-3-carboxylic acid), B.C1CCOC1 (borane THF). The solvent is C(C)(=O)OCC (ethyl acetate), C1CCOC1 (THF). Reaction conditions: time 20 hour. Yields the product BrC=1C(=NN(C1)C)N1C(CC(C1)CO)=O (1-(4-bromo-1-methyl-1H-pyrazol-3-yl)-4-(hydroxymethyl)pyrrolidin-2-one). Yield: 17.3%. RXN SMILES: [Br:1][C:2]1[C:3]([N:8]2[C:12](=[O:13])[CH2:11][CH:10]([C:14](O)=[O:15])[CH2:9]2)=[N:4][N:5]([CH3:7])[CH:6]=1.B.C1COCC1>C1COCC1.C(OCC)(=O)C>[Br:1][C:2]1[C:3]([N:8]2[CH2:9][CH:10]([CH2:14][OH:15])[CH2:11][C:12]2=[O:13])=[N:4][N:5]([CH3:7])[CH:6]=1 |f:1.2|. Procedure details: To a solution of 1-(4-bromo-1-methyl-1H-pyrazol-3-yl)-5-oxopyrrolidine-3-carboxylic acid (511 mg) obtained in Step A of Example 7 in THF (3.0 mL) was added 1.1M borane-THF complex THF solution (5.0 mL) under ice-cooling. The reaction mixture was stirred at room temperature for 20 hr, and diluted with ethyl acetate. The diluted solution was washed with saturated brine, and dried over anhydrous sodium sulfate, and the solvent was evaporated under reduced pressure. The residue was purified by silic... Reactants: COC=1CC=2CC[C@H]3[C@@H]4CCC5(OCC(C5)O)[C@@]4(C)CC[C@@H]3C2CC1 (4',5'-dihydro-3-methoxyspiro[estra-2,5(10)-diene-17,2'(3'H)-furan]-4'-ol), C(C)(=O)O (acetic acid). Solvent: O (water). Reaction conditions: time 4 hour. Yields the product OC1CC2(OC1)[C@]1(C)[C@@H](CC2)[C@@H]2CCC=3CC(CCC3[C@H]2CC1)=O (4',5'-dihydro-4'-hydroxyspiro[estr-5(10)-ene-17,2'(3'H)-furan] -3-one). RXN SMILES: C[O:2][C:3]1[CH2:4][C:5]2[CH2:6][CH2:7][C@@H:8]3[C@@H:22]([C:23]=2[CH2:24][CH:25]=1)[CH2:21][CH2:20][C@@:18]1([CH3:19])[C@H:9]3[CH2:10][CH2:11][C:12]21[CH2:16][CH:15]([OH:17])[CH2:14][O:13]2.C(O)(=O)C>O>[OH:17][CH:15]1[CH2:14][O:13][C:12]2([CH2:11][CH2:10][C@H:9]3[C@H:8]4[C@H:22]([CH2:21][CH2:20][C@:18]23[CH3:19])[C:23]2[CH2:24][CH2:25][C:3](=[O:2])[CH2:4][C:5]=2[CH2:6][CH2:7]4)[CH2:16]1. Procedure: A suspension of 1 part of 4',5'-dihydro-3-methoxyspiro[estra-2,5(10)-diene-17,2'(3'H)-furan]-4'-ol in 20 parts of aqueous 90% acetic acid is stirred for 13/4 hours, during which solution occurs. Approximately 100 parts of cold water is thereupon introduced, whereupon the precipitate which forms is filtered off, washed with water, dried in air, and recrystallized from ethyl acetate to give 4',5'-dihydro-4'-hydroxyspiro[estr-5(10)-ene-17,2'(3'H)-furan] -3-one melting at 118°- 123°. Run at temperature 180 celsius. Procedure: 77.6 g (0.331 mol) of 6-chloro-(6H)-dibenzo[c,e][1,2]oxaphosphorin are heated to 110° C. 5.96 g (0.331 mol) of water are subsequently added over the course of 30 minutes with vigorous stirring, during which some of the hydrogen chloride gas produced departs. The temperature is subsequently raised in steps to 180° C. and is maintained until no further hydrogen chloride is evolved (a period of approximately 2 hours). The reaction product is subsequently cooled, solidifies, and is comminuted. 71.5 ... Reactants: ClP1OC2=C(C3=C1C=CC=C3)C=CC=C2 (6-chloro-(6H)-dibenzo[c,e][1,2]oxaphosphorin), Cl (hydrogen chloride), O (water), Cl (hydrogen chloride). As a reaction SMILES: Cl[P:2]1[C:7]2[CH:8]=[CH:9][CH:10]=[CH:11][C:6]=2[C:5]2[CH:12]=[CH:13][CH:14]=[CH:15][C:4]=2[O:3]1.[OH2:16].Cl>>[CH:12]1[C:5]2[C:6]3[CH:11]=[CH:10][CH:9]=[CH:8][C:7]=3[PH:2](=[O:16])[O:3][C:4]=2[CH:15]=[CH:14][CH:13]=1. Yield: 99.9%. Yields the product C1=CC=CC2=C1C1=C(P(O2)=O)C=CC=C1 (6H-dibenzo[c,e][1,2]-oxaphosphorin-6-one). The reactants are BrC1=NC=C(C=C1)Cl (2-bromo-5-chloropyridine), CN(CCN)C (N,N-dimethylethylenediamine), C(C)(C)(C)OC(=O)C1=CNC=C1 (1H-pyrrole-3-carboxylic acid tert-butyl ester), P(=O)([O-])([O-])[O-].[K+].[K+].[K+] (tripotassium phosphate). Reagents/catalysts: [Cu](I)I (copper iodide). Solvent: O (Water), O1CCOCC1 (1,4-dioxane). Run at temperature 120 celsius, time 4 hour. Yields the product C(C)(C)(C)OC(=O)C1=CN(C=C1)C1=NC=C(C=C1)Cl (1-(5-chloropyridin-2-yl)pyrrole-3-carboxylic acid tert-butyl ester). Isolated yield 90.0%. As a reaction SMILES: CN(C)CCN.[C:7]([O:11][C:12]([C:14]1[CH:18]=[CH:17][NH:16][CH:15]=1)=[O:13])([CH3:10])([CH3:9])[CH3:8].P([O-])([O-])([O-])=O.[K+].[K+].[K+].Br[C:28]1[CH:33]=[CH:32][C:31]([Cl:34])=[CH:30][N:29]=1>O1CCOCC1.[Cu](I)I.O>[C:7]([O:11][C:12]([C:14]1[CH:18]=[CH:17][N:16]([C:28]2[CH:33]=[CH:32][C:31]([Cl:34])=[CH:30][N:29]=2)[CH:15]=1)=[O:13])([CH3:10])([CH3:8])[CH3:9] |f:2.3.4.5|. Reported procedure: N,N-dimethylethylenediamine (1.9 ml) was added to 1H-pyrrole-3-carboxylic acid tert-butyl ester (2.0 g) described in Reference Example 50, copper iodide (2.28 g), tripotassium phosphate (12.7 g) and 2-bromo-5-chloropyridine (2.78 g) in 1,4-dioxane (120 ml), and stirred at 120° C. for four hours. Water was added to the reaction solution, extracted with ethyl acetate, dried over anhydrous sodium sulfate and concentrated in vacuo. n-Hexane was added to the resulting residue and the precipitated sol... Reactants: O=C=NC(=O)C(Br)CBr, Nc1ccccc1, c1ccccc1. The product is O=C(NC(=O)C(Br)CBr)Nc1ccccc1. Reaction SMILES: [Br:1][CH:2]([C:3](=[O:4])[N:5]=[C:6]=[O:7])[CH2:8][Br:9].[NH2:10][c:11]1[cH:12][cH:13][cH:14][cH:15][cH:16]1.[cH:17]1[cH:18][cH:19][cH:20][cH:21][cH:22]1>>[Br:1][CH:2]([C:3](=[O:4])[NH:5][C:6](=[O:7])[NH:10][c:11]1[cH:12][cH:13][cH:14][cH:15][cH:16]1)[CH2:8][Br:9]. Starting materials: O=C1c2ccccc2C(=O)N1CCCCBr, O=C([O-])[O-], [K+], [K+], CN(C)C=O, c1ccc(C2CNCCc3ccccc32)cc1. The product is O=C1c2ccccc2C(=O)N1CCCCN1CCc2ccccc2C(c2ccccc2)C1. RXN SMILES: [Br:18][CH2:19][CH2:20][CH2:21][CH2:22][N:23]1[C:24](=[O:33])[c:25]2[c:26]([cH:29][cH:30][cH:31][cH:32]2)[C:27]1=[O:28].[C:34](=[O:35])([O-:36])[O-:37].[K+:38].[K+:39].[O:40]=[CH:41][N:42]([CH3:43])[CH3:44].[c:1]1([CH:7]2[CH2:8][NH:9][CH2:10][CH2:11][c:12]3[c:13]2[cH:14][cH:15][cH:16][cH:17]3)[cH:2][cH:3][cH:4][cH:5][cH:6]1>>[c:1]1([CH:7]2[CH2:8][N:9]([CH2:19][CH2:20][CH2:21][CH2:22][N:23]3[C:24](=[O:33])[c:25]4[c:26]([cH:29][cH:30][cH:31][cH:32]4)[C:27]3=[O:28])[CH2:10][CH2:11][c:12]3[c:13]2[cH:14][cH:15][cH:16][cH:17]3)[cH:2][cH:3][cH:4][cH:5][cH:6]1.